This data is from the Open Reaction Database (ORD), a public repository of structured organic reaction records. The task is: describe an organic reaction: reactants, conditions, products, and yield Starting materials: C(C1=CC=CC=C1)OC1=C(CC=2C(=NNC2C(C(F)(F)F)(F)F)O[C@H]2[C@H](OC(C)=O)[C@@H](OC(C)=O)[C@H](OC(C)=O)[C@H](O2)COC(C)=O)C=CC=C1 (4-(2-benzyloxybenzyl)-5-pentafluoroethyl-3-(2,3,4,6-tetra-O-acetyl-β-D-glucopyranosyloxy)-1H-pyrazole), C[O-].[Na+] (sodium methoxide). Run in O1CCCC1 (tetrahydrofuran), CO (methanol). Conditions: time 8 hour. Product: C(C1=CC=CC=C1)OC1=C(CC=2C(=NNC2C(C(F)(F)F)(F)F)O[C@H]2[C@H](O)[C@@H](O)[C@H](O)[C@H](O2)CO)C=CC=C1 (4-(2-Benzyloxybenzyl)-3-(β-D-glucopyranosyloxy)-5-pentafluoroethyl-1H-pyrazole). Reaction SMILES: [CH2:1]([O:8][C:9]1[CH:51]=[CH:50][CH:49]=[CH:48][C:10]=1[CH2:11][C:12]1[C:13]([O:24][C@@H:25]2[O:42][C@H:41]([CH2:43][O:44]C(=O)C)[C@@H:36]([O:37]C(=O)C)[C@H:31]([O:32]C(=O)C)[C@H:26]2[O:27]C(=O)C)=[N:14][NH:15][C:16]=1[C:17]([F:23])([F:22])[C:18]([F:21])([F:20])[F:19])[C:2]1[CH:7]=[CH:6][CH:5]=[CH:4][CH:3]=1.C[O-].[Na+]>O1CCCC1.CO>[CH2:1]([O:8][C:9]1[CH:51]=[CH:50][CH:49]=[CH:48][C:10]=1[CH2:11][C:12]1[C:13]([O:24][C@@H:25]2[O:42][C@H:41]([CH2:43][OH:44])[C@@H:36]([OH:37])[C@H:31]([OH:32])[C@H:26]2[OH:27])=[N:14][NH:15][C:16]=1[C:17]([F:23])([F:22])[C:18]([F:19])([F:21])[F:20])[C:2]1[CH:7]=[CH:6][CH:5]=[CH:4][CH:3]=1 |f:1.2|. Reported procedure: To a solution of 4-(2-benzyloxybenzyl)-5-pentafluoroethyl-1,2-dihydropyrazol-3-one (55 mg) and acetobromo-α-D-glucose (63 mg) in acetonitrile (2 mL) was added potassium carbonate (23 mg), and the mixture was stirred at room temperature for 3 days. The reaction mixture was purified by column chromatography on aminopropyl silica gel (eluent: ethyl acetate/hexane=1/1-ethyl acetate) to give 4-(2-benzyloxybenzyl)-5-pentafluoroethyl-3-(2,3,4,6-tetra-O-acetyl-β-D-glucopyranosyloxy)-1H-pyrazole. To a so... Reactants: resultant mixture, C(C1=CC=CC=C1)OC=1C=C(C(=O)OCC)C=C(C1I)OC(C)C (ethyl 3-(benzyloxy)-4-iodo-5-isopropoxybenzoate), P(=O)([O-])([O-])[O-].[K+].[K+].[K+] (tripotassium phosphate), FC1=CC=C(C=C1)B(O)O ((4-fluorophenyl)boronic acid), C1(CCCCC1)P(C1CCCCC1)C1CCCCC1 (tricyclohexylphosphine). The reagents and catalysts are C(C)(=O)[O-].[Pd+2].C(C)(=O)[O-] (Palladium acetate). Run in O (water), C1(=CC=CC=C1)C (toluene), C(C)(=O)OCC (ethyl acetate). Yields the product C(C1=CC=CC=C1)OC1=C(C(=CC(=C1)C(=O)OCC)OC(C)C)C1=CC=C(C=C1)F (Ethyl 2-(benzyloxy)-4′-fluoro-6-isopropoxybiphenyl-4-carboxylate). Isolated yield 80.4%. As a reaction SMILES: [CH2:1]([O:8][C:9]1[CH:10]=[C:11]([CH:17]=[C:18]([O:21][CH:22]([CH3:24])[CH3:23])[C:19]=1I)[C:12]([O:14][CH2:15][CH3:16])=[O:13])[C:2]1[CH:7]=[CH:6][CH:5]=[CH:4][CH:3]=1.P([O-])([O-])([O-])=O.[K+].[K+].[K+].[F:33][C:34]1[CH:39]=[CH:38][C:37](B(O)O)=[CH:36][CH:35]=1.C1(P(C2CCCCC2)C2CCCCC2)CCCCC1>C(OCC)(=O)C.C([O-])(=O)C.[Pd+2].C([O-])(=O)C.O.C1(C)C=CC=CC=1>[CH2:1]([O:8][C:9]1[CH:10]=[C:11]([C:12]([O:14][CH2:15][CH3:16])=[O:13])[CH:17]=[C:18]([O:21][CH:22]([CH3:24])[CH3:23])[C:19]=1[C:37]1[CH:38]=[CH:39][C:34]([F:33])=[CH:35][CH:36]=1)[C:2]1[CH:7]=[CH:6][CH:5]=[CH:4][CH:3]=1 |f:1.2.3.4,8.9.10|. Procedure: Palladium acetate (72 mg) was added to a mixture of ethyl 3-(benzyloxy)-4-iodo-5-isopropoxybenzoate (2.72 g), tripotassium phosphate (4.06 g), (4-fluorophenyl)boronic acid (1.78 g), tricyclohexylphosphine (20% toluene solution, 1.13 mL), toluene (20 mL), and water (10 mL), and the resultant mixture was stirred at 100° C. for 2 hours in an argon atmosphere. The reaction mixture was allowed to cool to room temperature, then diluted with ethyl acetate, and washed with water and saturated saline in ... Reactants: NC(CCC)CCCCCCCCC(CCC)N (4,13-Diaminohexadecane), C(CC)C1N=NC(CC=CCCC=CC1)CCC (3,12-dipropyl-1,2-diaza-1,5,9-cyclododecatriene), C(CCCCCCCCCC)C1N=NC(CC=CCCC=CC1)CCCCCCCCCCC (3,12-diundecyl-1,2-diaza-1,5,9-cyclododecatriene). Product: NC(CCCCCCCCCCC)CCCCCCCCC(CCCCCCCCCCC)N (12,21-diaminodotriacontane). The yield is 63.7%. Reaction SMILES: NC(CCCCCCCCC(N)CCC)CCC.C(C1CC=CCCC=CCC(CCC)N=N1)CC.[CH2:37]([CH:48]1[CH2:59][CH:58]=[CH:57][CH2:56][CH2:55][CH:54]=[CH:53][CH2:52][CH:51]([CH2:60][CH2:61][CH2:62][CH2:63][CH2:64][CH2:65][CH2:66][CH2:67][CH2:68][CH2:69][CH3:70])[N:50]=[N:49]1)[CH2:38][CH2:39][CH2:40][CH2:41][CH2:42][CH2:43][CH2:44][CH2:45][CH2:46][CH3:47]>>[NH2:49][CH:48]([CH2:59][CH2:58][CH2:57][CH2:56][CH2:55][CH2:54][CH2:53][CH2:52][CH:51]([NH2:50])[CH2:60][CH2:61][CH2:62][CH2:63][CH2:64][CH2:65][CH2:66][CH2:67][CH2:68][CH2:69][CH3:70])[CH2:37][CH2:38][CH2:39][CH2:40][CH2:41][CH2:42][CH2:43][CH2:44][CH2:45][CH2:46][CH3:47]. Procedure details: If there are used in the manner described under (a), instead of 942 g (3.79 mols) of 3,12-dipropyl-1,2-diaza-1,5,9-cyclododecatriene, 100 g (0.21mol) of crude 3,12-diundecyl-1,2-diaza-1,5,9-cyclododecatriene (diastereoisomeric mixture) and correspondingly reduced amounts of catalyst and solvent, with the procedure otherwise being the same, there is obtained 64.3 g (64% of theory) of 12,21-diaminodotriacontane [m.p. 45°-46° C.; IR (CH2Cl2) inter alia bands at 3174 and 1582 cm-1 ]. Reactants: crude product, C1(=CC=CC=C1)C (toluene), COP(OC)OC (trimethylphosphite), C1(=CC=CC=C1)C (toluene), COP(OC)OC (trimethylphosphite). The product is COP(OC)(=O)CC1=CC=C2C=CC(=CC2=C1)CP(OC)(OC)=O ([2,7-naphthalenediylbis(methylene)]bisphosphonic acid tetramethyl ester). RXN SMILES: C[O:2][P:3]([O:6][CH3:7])[O:4][CH3:5].[C:8]1([CH3:14])[CH:13]=[CH:12][CH:11]=[CH:10][CH:9]=1>>[CH3:5][O:4][P:3]([CH2:14][C:8]1[CH:13]=[C:12]2[C:11]([CH:10]=[CH:9][C:8]([CH2:14][P:3](=[O:2])([O:6][CH3:7])[O:4][CH3:5])=[CH:13]2)=[CH:10][CH:9]=1)(=[O:2])[O:6][CH3:7]. Procedure details: The crude product from Example 27(a), a 1:1 mixture of dibromo and tribromo products (assumed to contain 0.010 mole of each), is dissolved in toluene (25 mL) and trimethylphosphite (10 mL, 0.085 mole). The mixture is heated at reflux temperature for 24 h after which excess toluene and trimethylphosphite are removed under reduced pressure. The dark red residue is chromatographed (400 g of 40-63 μm silica gel, 10% methanol in chloroform, 50 mL fractions), with fractions 31-36 containing 4.90 g of ... Starting materials: FC1=C(C(=CC=C1N1CCN(CC1)C)[N+](=O)[O-])N (2-Fluoro-3-(4-methyl-piperazin-1-yl)-6-nitro-phenylamine), [H-].[H-].[H-].[H-].[Li+].[Al+3] (LAH), O (water), [OH-].[Na+] (NaOH), O (water). The solvent is C1CCOC1 (THF), C1CCOC1 (THF). Reaction conditions: temperature 0 celsius, time 30 minute. Product: C1(CCCC1)N1CCN(CC1)C=1C=C(C(=CC1)N)N (4-(4-Cyclopentyl-piperazin-1-yl)-benzene-1,2-diamine). Reaction SMILES: [H-].[H-].[H-].[H-].[Li+].[Al+3].F[C:8]1[C:13]([N:14]2[CH2:19][CH2:18][N:17]([CH3:20])[CH2:16][CH2:15]2)=[CH:12][CH:11]=[C:10]([N+:21]([O-])=O)[C:9]=1[NH2:24].O.[OH-].[Na+]>C1COCC1>[CH:20]1([N:17]2[CH2:18][CH2:19][N:14]([C:13]3[CH:8]=[C:9]([NH2:24])[C:10]([NH2:21])=[CH:11][CH:12]=3)[CH2:15][CH2:16]2)[CH2:10][CH2:9][CH2:8][CH2:13]1 |f:0.1.2.3.4.5,8.9|. Procedure details: A flame dried 500 mL three-necked round bottom flask purged with N2 was charged with LAH (2.32 g, 58.0 mmol) and dry THF (60 mL). The resulting suspension was cooled to 0° C. and a suspension of t-butyl ester 1 (10.0 g, 29.0 mmol) in dry THF (60 mL) was slowly added while keeping the internal reaction temperature under 5° C. The reaction was stirred at 0° C. for 30 min then at rt for 30 min. After the reaction was judged complete, the mixture was treated with successive dropwise addition of wate... Reactants: FC([C@@H](C=1C=NC(=CC1)NN)N1C[C@H](CC1)NC(OC(C)(C)C)=O)(F)F (tert-butyl (S)-1-((R)-2,2,2-trifluoro-1-(6-hydrazinylpyridin-3-yl)ethyl)pyrrolidin-3-ylcarbamate), C(C)(=O)O.C(C)(=O)O.I(=O)C1=CC=CC=C1 (iodosobenzene diacetate), C([O-])(O)=O.[Na+] (sodium bicarbonate), FC=1C=C2C=CC(=NC2=C(C1)O[C@@H](COC)C)C=O ((R)-6-fluoro-8-(1-methoxypropan-2-yloxy)quinoline-2-carbaldehyde), C(C)O (ethanol). Run in C(C)(=O)OCC (Ethyl acetate). Run at time 12 hour. Yields the product FC([C@@H](C=1C=CC=2N(C1)C(=NN2)C2=NC1=C(C=C(C=C1C=C2)F)O[C@@H](COC)C)N2C[C@H](CC2)NC(OC(C)(C)C)=O)(F)F (tert-butyl (S)-1-((R)-2,2,2-trifluoro-1-(3-(6-fluoro-8-((R)-1-methoxypropan-2-yloxy)quinolin-2-yl)-[1,2,4]triazolo[4,3-a]pyridin-6-yl)ethyl)pyrrolidin-3-ylcarbamate). Isolated yield 45.1%. As a reaction SMILES: [F:1][C:2]([F:26])([F:25])[C@H:3]([N:12]1[CH2:16][CH2:15][C@H:14]([NH:17][C:18](=[O:24])[O:19][C:20]([CH3:23])([CH3:22])[CH3:21])[CH2:13]1)[C:4]1[CH:5]=[N:6][C:7]([NH:10][NH2:11])=[CH:8][CH:9]=1.[F:27][C:28]1[CH:29]=[C:30]2[C:35](=[C:36]([O:38][C@H:39]([CH3:43])[CH2:40][O:41][CH3:42])[CH:37]=1)[N:34]=[C:33]([CH:44]=O)[CH:32]=[CH:31]2.C(O)C.C(O)(=O)C.C(O)(=O)C.I(C1C=CC=CC=1)=O.C(=O)(O)[O-].[Na+]>C(OCC)(=O)C>[F:26][C:2]([F:25])([F:1])[C@H:3]([N:12]1[CH2:16][CH2:15][C@H:14]([NH:17][C:18](=[O:24])[O:19][C:20]([CH3:22])([CH3:23])[CH3:21])[CH2:13]1)[C:4]1[CH:9]=[CH:8][C:7]2[N:6]([C:44]([C:33]3[CH:32]=[CH:31][C:30]4[C:35](=[C:36]([O:38][C@H:39]([CH3:43])[CH2:40][O:41][CH3:42])[CH:37]=[C:28]([F:27])[CH:29]=4)[N:34]=3)=[N:11][N:10]=2)[CH:5]=1 |f:3.4.5,6.7|. Reported procedure: A solution of tert-butyl (S)-1-((R)-2,2,2-trifluoro-1-(6-hydrazinylpyridin-3-yl)ethyl)pyrrolidin-3-ylcarbamate (0.16 g, 0.43 mmol) and (R)-6-fluoro-8-(1-methoxypropan-2-yloxy)quinoline-2-carbaldehyde (0.11 g, 0.43 mmol) in ethanol (2.2 mL, 0.43 mmol) was allowed to stir at ambient temperature for 12 hours. The solvent was removed under reduced pressure. The residue was dissolved in dichloromethane (2.2 mL) and iodosobenzene diacetate (0.15 g, 0.47 mmol) was added. The reaction mixture was stirre... Reactants: [Mg] (magnesium), O (water), BrC=1C=C2C=CC(=CC2=CC1)C(=O)OC (methyl 6-bromo-2-naphthoate). Reagents/catalysts: [Cl-].[Zn+2].[Cl-] (zinc chloride). Run in C1CCOC1 (THF), C1CCOC1 (THF). Run at time 2 hour. The product is 18.5, C1=C(C=CC2=CC=CC=C12)C(=O)O (2-naphthoic acid). The yield is 90.0%. As a reaction SMILES: [Mg].Br[C:3]1[CH:4]=[C:5]2[C:10](=[CH:11][CH:12]=1)[CH:9]=[C:8]([C:13]([O:15]C)=[O:14])[CH:7]=[CH:6]2.O>C1COCC1.[Cl-].[Zn+2].[Cl-]>[CH:9]1[C:10]2[C:5](=[CH:4][CH:3]=[CH:12][CH:11]=2)[CH:6]=[CH:7][C:8]=1[C:13]([OH:15])=[O:14] |f:4.5.6|. Procedure details: 33.3 g (79 mmol) of the compound produced in part (a) above, dissolved in 200 ml of THF are slowly added to a suspension of magnesium (2.9 g, 118 Atg) in 60 ml of THF. Once the addition is complete, the mixture is heated at reflux for 2 hours at which point the temperature of the mixture is permitted to return to ambient temperature. 10.8 g (79 mmol) of anhydrous zinc chloride are added and the mixture is stirred for one hour at ambient temperature, at which point 10.5 g (39.5 mmol) of methyl 6-... Starting materials: C1CNC(=O)N1 (ethyleneurea), COC(C1=C(C=CC(=C1)I)Br)=O (bromo-5-iodo-benzoic acid methyl ester), ClC1=CC=C(C=C1)[C@@H]1C[C@]12C(NC1=CC=CC=C21)=O ((1S,2S)-2-(4-chlorophenyl)spiro[cyclopropane-1,3′-indolin]-2′-one). The product is ClC1=CC=C(C=C1)[C@H]1C[C@@]12C(N(C1=CC=CC=C21)C=2C=C(C(=O)O)C=C(C2)N2C(NCC2)=O)=O ((1R,2R)-3-(2-(4-chlorophenyl)-2′-oxospiro[cyclopropane-1,3′-indoline]-1′-yl)-5-(2-oxoimidazolidin-1-yl)benzoic acid). Reaction SMILES: [CH2:1]1[NH:6][C:4](=[O:5])[NH:3][CH2:2]1.C[O:8][C:9](=[O:18])[C:10]1[CH:15]=[C:14](I)[CH:13]=[CH:12][C:11]=1Br.[Cl:19][C:20]1[CH:25]=[CH:24][C:23]([C@H:26]2[C@:28]3([C:36]4[C:31](=[CH:32][CH:33]=[CH:34][CH:35]=4)[NH:30][C:29]3=[O:37])[CH2:27]2)=[CH:22][CH:21]=1>>[Cl:19][C:20]1[CH:21]=[CH:22][C:23]([C@@H:26]2[C@@:28]3([C:36]4[C:31](=[CH:32][CH:33]=[CH:34][CH:35]=4)[N:30]([C:14]4[CH:15]=[C:10]([CH:11]=[C:12]([N:3]5[CH2:2][CH2:1][NH:6][C:4]5=[O:5])[CH:13]=4)[C:9]([OH:8])=[O:18])[C:29]3=[O:37])[CH2:27]2)=[CH:24][CH:25]=1. Procedure: The title compound was prepared in analogy to Example 92 starting from ethyleneurea (commercially available), bromo-5-iodo-benzoic acid methyl ester prepared as in Example 92, (1R,2R) and (1S,2S)-2-(4-chlorophenyl)spiro[cyclopropane-1,3′-indolin]-2′-one prepared as in Scheme 1. LC/MS m/e calcd. for C26H20ClN3O4: 473, observed (M+H)+: 474.21H NMR (400 MHz, DMSO-d6) δppm 2.14 (dd, J=9.22, 4.93 Hz, 1 H) 2.41 (dd, J=7.96, 4.67 Hz, 1 H) 3.22-3.28 (m, 1 H) 3.43-3.49 (m, 1 H) 3.92-3.98 (m, 1 H) 6.19 (d... The reactants are O=C(Cl)c1cccc(CCl)n1, ClCCl, CS(=O)(=O)Nc1cc(-c2cc(N)c3cnn(S(=O)(=O)c4ccccc4)c3c2)cnc1Cl, c1ccncc1. Yields the product CS(=O)(=O)Nc1cc(-c2cc(NC(=O)c3cccc(CCl)n3)c3cnn(S(=O)(=O)c4ccccc4)c3c2)cnc1Cl. Reaction SMILES: [Cl:1][CH2:2][c:3]1[cH:4][cH:5][cH:6][c:7]([C:9](=[O:10])[Cl:11])[n:8]1.[Cl:49][CH2:50][Cl:51].[NH2:12][c:13]1[c:14]2[cH:15][n:16][n:17]([S:34](=[O:35])(=[O:36])[c:37]3[cH:38][cH:39][cH:40][cH:41][cH:42]3)[c:18]2[cH:19][c:20](-[c:22]2[cH:23][c:24]([NH:29][S:30](=[O:31])(=[O:32])[CH3:33])[c:25]([Cl:28])[n:26][cH:27]2)[cH:21]1.[cH:43]1[cH:44][cH:45][n:46][cH:47][cH:48]1>>[Cl:1][CH2:2][c:3]1[cH:4][cH:5][cH:6][c:7]([C:9](=[O:10])[NH:12][c:13]2[c:14]3[cH:15][n:16][n:17]([S:34](=[O:35])(=[O:36])[c:37]4[cH:38][cH:39][cH:40][cH:41][cH:42]4)[c:18]3[cH:19][c:20](-[c:22]3[cH:23][c:24]([NH:29][S:30](=[O:31])(=[O:32])[CH3:33])[c:25]([Cl:28])[n:26][cH:27]3)[cH:21]2)[n:8]1. The reactants are CC1=C(C=CC(=C1)C)S(=O)(=O)CCC (2,4-Dimethyl-1-propylsulfonylbenzene), CC1=C(C=C(C(=C1[N+](=O)[O-])C)S(=O)(=O)C)[N+](=O)[O-] (2,4-dimethyl-5-methylsulfonyl-1,3-dinitrobenzene). Yields the product CC1=C(C=C(C(=C1[N+](=O)[O-])C)S(=O)(=O)CCC)[N+](=O)[O-] (2,4-dimethyl-5-propylsulfonyl-1,3-dinitrobenzene). As a reaction SMILES: [CH3:1][C:2]1C=C(C)C=CC=1S(CCC)(=O)=O.[CH3:15][C:16]1[C:21]([N+:22]([O-:24])=[O:23])=[C:20]([CH3:25])[C:19]([S:26]([CH3:29])(=[O:28])=[O:27])=[CH:18][C:17]=1[N+:30]([O-:32])=[O:31]>>[CH3:15][C:16]1[C:21]([N+:22]([O-:24])=[O:23])=[C:20]([CH3:25])[C:19]([S:26]([CH2:29][CH2:1][CH3:2])(=[O:28])=[O:27])=[CH:18][C:17]=1[N+:30]([O-:32])=[O:31]. Procedure details: 2,4-Dimethyl-1-propylsulfonylbenzene (Beilstein H 5, page 491) was dinitrated analogously to (a).